This data is from the Open Reaction Database (ORD), a public repository of structured organic reaction records. The task is: describe an organic reaction: reactants, conditions, products, and yield The reactants are CC(C)(C)OC(=O)N1CCC(O)C1, CCOC(=O)N=NC(=O)OCC, C1CCOC1, O=C1c2ccccc2C(=O)N1O, c1ccc(P(c2ccccc2)c2ccccc2)cc1. Product: CC(C)(C)OC(=O)N1CCC(ON2C(=O)c3ccccc3C2=O)C1. As a reaction SMILES: [C:13]([CH3:14])([CH3:15])([CH3:16])[O:17][C:18](=[O:19])[N:20]1[CH2:21][CH:22]([OH:25])[CH2:23][CH2:24]1.[O:1]=[C:2]([O:3][CH2:4][CH3:5])[N:6]=[N:7][C:8]([O:9][CH2:10][CH3:11])=[O:12].[O:57]1[CH2:58][CH2:59][CH2:60][CH2:61]1.[OH:26][N:27]1[C:28](=[O:37])[c:29]2[cH:30][cH:31][cH:32][cH:33][c:34]2[C:35]1=[O:36].[c:38]1([P:39]([c:40]2[cH:41][cH:42][cH:43][cH:44][cH:45]2)[c:46]2[cH:47][cH:48][cH:49][cH:50][cH:51]2)[cH:52][cH:53][cH:54][cH:55][cH:56]1>>[C:13]([CH3:14])([CH3:15])([CH3:16])[O:17][C:18](=[O:19])[N:20]1[CH2:21][CH:22]([O:25][N:27]2[C:28](=[O:37])[c:29]3[cH:30][cH:31][cH:32][cH:33][c:34]3[C:35]2=[O:36])[CH2:23][CH2:24]1. Procedure: Argon was bubbled into a slurry of potassium carbonate (Mallinkrodt; 0.074 g, 0.536 mmol), dichlorobis(p-dimethylaminophenylditbutylphosphine)palladium(ii) (Aldrich; 4.74 mg, 6.70 μmol), (R)-6-methyl-2-(4,4,5,5-tetramethyl-1,3,2-dioxaborolan-2-yl)-5,6-dihydropyrrolo[3,4-b]pyrrol-4(1H)-one (705; 0.070 g, 0.268 mmol), 8-bromo-2-(tert-butylamino)-3-(pyridin-3-yl)quinazolin-4(3H)-one (404a; 0.050 g, 0.134 mmol) for 1 min. The reaction was sealed and heated to 80° C. for 30 min. The reaction was adso... Conditions: temperature 80 celsius. Reaction SMILES: C(=O)([O-])[O-].[K+].[K+].[CH3:7][C@@H:8]1[C:12]2[NH:13][C:14](B3OC(C)(C)C(C)(C)O3)=[CH:15][C:11]=2[C:10](=[O:25])[NH:9]1.Br[C:27]1[CH:28]=[CH:29][CH:30]=[C:31]2[C:36]=1[N:35]=[C:34]([NH:37][C:38]([CH3:41])([CH3:40])[CH3:39])[N:33]([C:42]1[CH:43]=[N:44][CH:45]=[CH:46][CH:47]=1)[C:32]2=[O:48]>>[C:38]([NH:37][C:34]1[N:33]([C:42]2[CH:43]=[N:44][CH:45]=[CH:46][CH:47]=2)[C:32](=[O:48])[C:31]2[C:36](=[C:27]([C:14]3[NH:13][C:12]4[C@@H:8]([CH3:7])[NH:9][C:10](=[O:25])[C:11]=4[CH:15]=3)[CH:28]=[CH:29][CH:30]=2)[N:35]=1)([CH3:41])([CH3:39])[CH3:40] |f:0.1.2|. The yield is 73.1%. Starting materials: C([O-])([O-])=O.[K+].[K+] (potassium carbonate), dichlorobis(p-dimethylaminophenylditbutylphosphine)palladium(ii), C[C@H]1NC(C2=C1NC(=C2)B2OC(C(O2)(C)C)(C)C)=O ((R)-6-methyl-2-(4,4,5,5-tetramethyl-1,3,2-dioxaborolan-2-yl)-5,6-dihydropyrrolo[3,4-b]pyrrol-4(1H)-one), BrC=1C=CC=C2C(N(C(=NC12)NC(C)(C)C)C=1C=NC=CC1)=O (8-Bromo-2-(tert-butylamino)-3-(pyridin-3-yl)quinazolin-4(3H)-one). The product is C(C)(C)(C)NC1=NC2=C(C=CC=C2C(N1C=1C=NC=CC1)=O)C1=CC2=C(N1)[C@H](NC2=O)C ((R)-2-(tert-butylamino)-8-(6-methyl-4-oxo-1,4,5,6-tetrahydropyrrolo[3,4-b]pyrrol-2-yl)-3-(pyridin-3-yl)quinazolin-4(3H)-one). Starting materials: FC1=CC2=C(N=C(O2)C(C)O)C=C1 (6-Fluoro-2-(1-hydroxyethyl)benzoxazole), [Cr](=O)(=O)([O-])Cl.[NH+]1=CC=CC=C1 (pyridinium chlorochromate). Run in C(Cl)Cl (methylene chloride), CCOCC (ether). Run at time 4 hour. Product: C(C)(=O)C=1OC2=C(N1)C=CC(=C2)F (2-acetyl-6-fluorobenzoxazole). Yield: 41.2%. RXN SMILES: [F:1][C:2]1[CH:13]=[CH:12][C:5]2[N:6]=[C:7]([CH:9]([OH:11])[CH3:10])[O:8][C:4]=2[CH:3]=1.[Cr](Cl)([O-])(=O)=O.[NH+]1C=CC=CC=1>C(Cl)Cl.CCOCC>[C:9]([C:7]1[O:8][C:4]2[CH:3]=[C:2]([F:1])[CH:13]=[CH:12][C:5]=2[N:6]=1)(=[O:11])[CH3:10] |f:1.2|. Procedure: 6-Fluoro-2-(1-hydroxyethyl)benzoxazole (4.71 g, 26 mmol) was dissolved in 100 ml of methylene chloride, and pyridinium chlorochromate (8.38 g, 39 mmol) was added portionwise to the solution. The mixture was stirred for 4 hours at room temperature, then diluted with ether, and filtered. The filtrate was concentrated and the resulting residue was subjected to column chromatography and then recrystallization from methanol to afford 2-acetyl-6-fluorobenzoxazole (1.92 g, yield: 41%). Reactants: O (water), ClC1=CC(=NC=N1)N1C=CC2=CC=C(C=C12)C1=CC(=CC=C1)[N+](=O)[O-] (1-(6-Chloropyrimidin-4-yl)-6-(3-nitrophenyl)-1H-indole), C([O-])([O-])=O.[K+].[K+] (potassium carbonate), Cl.CN (Methylamine hydrochloride). Run in CS(=O)C (DMSO). Run at temperature 100 celsius, time 15 hour. Yields the product CNC1=NC=NC(=C1)N1C=CC2=CC=C(C=C12)C1=CC(=CC=C1)[N+](=O)[O-] (N-Methyl-6-(6-(3-nitrophenyl)-1H-indol-1-yl)pyrimidin-4-amine). Isolated yield 98.0%. As a reaction SMILES: Cl[C:2]1[N:7]=[CH:6][N:5]=[C:4]([N:8]2[C:16]3[C:11](=[CH:12][CH:13]=[C:14]([C:17]4[CH:22]=[CH:21][CH:20]=[C:19]([N+:23]([O-:25])=[O:24])[CH:18]=4)[CH:15]=3)[CH:10]=[CH:9]2)[CH:3]=1.C(=O)([O-])[O-].[K+].[K+].Cl.[CH3:33][NH2:34].O>CS(C)=O>[CH3:33][NH:34][C:2]1[CH:3]=[C:4]([N:8]2[C:16]3[C:11](=[CH:12][CH:13]=[C:14]([C:17]4[CH:22]=[CH:21][CH:20]=[C:19]([N+:23]([O-:25])=[O:24])[CH:18]=4)[CH:15]=3)[CH:10]=[CH:9]2)[N:5]=[CH:6][N:7]=1 |f:1.2.3,4.5|. Procedure: 1-(6-Chloropyrimidin-4-yl)-6-(3-nitrophenyl)-1H-indole (200 mg, 0.57 mmol) and potassium carbonate (788 mg, 7.5 mmol) were dissolved in DMSO (5 mL). Methylamine hydrochloride (192 mg, 2.85 mmol) was added at room temperature. The reaction mixture was stirred at 100° C. for 15 hours. After cooling to room temperature, water was added and the reaction mixture was stirred for 1 hour. Thus prepared solid was filtered, washed with water, and dried in the air. N-Methyl-6-(6-(3-nitrophenyl)-1H-indol-1-... Yields the product CSC1=C(C=CC(=O)N(C)O)C=C(C=C1)CCCCCC (2-(methylthio)-5-n-hexyl-N-hydroxy -N-methylcinnamamide). Reaction SMILES: [CH2:1]([C:7]1[CH:8]=[C:9]([C:13]2OCC(C)(C)N=2)[CH:10]=[CH:11][CH:12]=1)[CH2:2][CH2:3][CH2:4][CH2:5][CH3:6].C([Li])(CC)C.C(=O)=[O:26].[C:28](#[N:30])C.CS[S:33][CH3:34].[NH4+].[Cl-].C1C[O:40][CH2:39][CH2:38]1>>[CH3:34][S:33][C:10]1[CH:11]=[CH:12][C:7]([CH2:1][CH2:2][CH2:3][CH2:4][CH2:5][CH3:6])=[CH:8][C:9]=1[CH:13]=[CH:38][C:39]([N:30]([OH:26])[CH3:28])=[O:40] |f:2.3,5.6|. Run at time 2 hour. Starting materials: CSSC (dimethyldisulfide), C1CCOC1 (THF), C(CCCCC)C=1C=C(C=CC1)C=1OCC(N1)(C)C (2-(3-n-hexylphenyl)-4,4-dimethyl-oxazoline), C1CCOC1 (THF), C(C)(CC)[Li] (sec-butyllithium), C(=O)=O.C(C)#N (dry ice acetonitrile), [NH4+].[Cl-] (NH4Cl). Reported procedure: To a solution of 2-(3-n-hexylphenyl)-4,4-dimethyl-oxazoline (21 g, 0.086 mmol) in 200 ml of dry THF is added dropwise, sec-butyllithium (73 ml) at a temperature of -40° C. (dry ice/acetonitrile bath). After stirring one hour at -40° C. a solution of dimethyldisulfide (8.18 g, 0.087 mmol) in THF (7.82 ml) is then added dropwise to the reaction mixture and stirred for 2 hours while keeping the temperature at -40° C. The reaction mixture is poured into saturated NH4Cl and then extracted with ethyl ... The reactants are N1=CN=CC(=C1)B(O)O (5-pyrimidinylboronic acid), BrC=1C=C(C=CC1)C1(N=C(C2=C(C=CC=C12)F)N)C1=CC(=NC=C1)C(F)F (1-(3-Bromophenyl)-1-(2-(difluoromethyl)pyridin-4-yl)-4-fluoro-1H-isoindol-3-amine), N1=CN=CC(=C1)B(O)O (5-pyrimidinylboronic acid), C([O-])([O-])=O.[Cs+].[Cs+] (cesium carbonate). Reagents/catalysts: C1=CC=C(C=C1)P([C-]2C=CC=C2)C3=CC=CC=C3.C1=CC=C(C=C1)P([C-]2C=CC=C2)C3=CC=CC=C3.Cl[Pd]Cl.[Fe+2] ([1,1′-bis (diphenylphosphino)ferrocene]palladium(II) chloride). Solvent: COCCOC.CCO.O (DME EtOH water). Reaction conditions: temperature 150 celsius. Yields the product FC(C1=NC=CC(=C1)C1(N=C(C2=C(C=CC=C12)F)N)C1=CC(=CC=C1)C=1C=NC=NC1)F (1-(2-(Difluoromethyl)pyridin-4-yl)-4-fluoro-1-(3-(pyrimidin-5-yl)phenyl)-1H-isoindol-3-amine). Yield: 68.4%. RXN SMILES: Br[C:2]1[CH:3]=[C:4]([C:8]2([C:19]3[CH:24]=[CH:23][N:22]=[C:21]([CH:25]([F:27])[F:26])[CH:20]=3)[C:16]3[C:11](=[C:12]([F:17])[CH:13]=[CH:14][CH:15]=3)[C:10]([NH2:18])=[N:9]2)[CH:5]=[CH:6][CH:7]=1.[N:28]1[CH:33]=[C:32](B(O)O)[CH:31]=[N:30][CH:29]=1.C(=O)([O-])[O-].[Cs+].[Cs+]>C1C=CC(P(C2C=CC=CC=2)[C-]2C=CC=C2)=CC=1.C1C=CC(P(C2C=CC=CC=2)[C-]2C=CC=C2)=CC=1.Cl[Pd]Cl.[Fe+2].COCCOC.CCO.O>[F:26][CH:25]([F:27])[C:21]1[CH:20]=[C:19]([C:8]2([C:4]3[CH:5]=[CH:6][CH:7]=[C:2]([C:32]4[CH:33]=[N:28][CH:29]=[N:30][CH:31]=4)[CH:3]=3)[C:16]3[C:11](=[C:12]([F:17])[CH:13]=[CH:14][CH:15]=3)[C:10]([NH2:18])=[N:9]2)[CH:24]=[CH:23][N:22]=1 |f:2.3.4,5.6.7.8,9.10.11|. Reported procedure: 1-(3-Bromophenyl)-1-(2-(difluoromethyl)pyridin-4-yl)-4-fluoro-1H-isoindol-3-amine (0.168 g, 0.39 mmol), 5-pyrimidinylboronic acid (0.063 g, 0.51 mmol), [1,1′-bis (diphenylphosphino)ferrocene]palladium(II) chloride (0.016 g, 0.02 mmol), cesium carbonate (0.093 mL, 1.17 mmol) and DME:EtOH:water (6:3:1) (10.0 mL) were added to a microwave vial and heated at 150° C. in a microwave reactor for 20 min. Additional 5-pyrimidinylboronic acid (0.048 g, 0.39 mmol) was added. The reaction mixture was heated... Reactants: O (H2O), C(C)(C)(C)C1=CC(=C(C(=O)OCC)C=C1)C (Ethyl 4-tert-Butyl-2-methylbenzoate), BrN1C(CCC1=O)=O (N-bromosuccinimide), C(C1=CC=CC=C1)(=O)OOC(C1=CC=CC=C1)=O (benzoyl peroxide). Solvent: C1=CC=CC=C1 (benzene). Yields the product BrCC1=C(C(=O)OCC)C=CC(=C1)C(C)(C)C (Ethyl 2-(Bromomethyl)-4-tert-butylbenzoate). Reaction SMILES: [C:1]([C:5]1[CH:15]=[CH:14][C:8]([C:9]([O:11][CH2:12][CH3:13])=[O:10])=[C:7]([CH3:16])[CH:6]=1)([CH3:4])([CH3:3])[CH3:2].[Br:17]N1C(=O)CCC1=O.C(OOC(=O)C1C=CC=CC=1)(=O)C1C=CC=CC=1.O>C1C=CC=CC=1>[Br:17][CH2:16][C:7]1[CH:6]=[C:5]([C:1]([CH3:3])([CH3:2])[CH3:4])[CH:15]=[CH:14][C:8]=1[C:9]([O:11][CH2:12][CH3:13])=[O:10]. Procedure: To 100 mL round bottom flask charged with ester 101b (230 mg, 1.04 mmol), N-bromosuccinimide (214 mg, 1.2 mmol), benzoyl peroxide (25 mg, 0.1 mmol) in benzene (5 mL). After the mixture was stirred at reflux for 4 h, H2O (10 mL) was added. The aqueous phase was extracted with CH2Cl2 (2×10 mL), and the combined organic extracts were washed with brine (10 mL), dried with Na2SO4 and concentrated. The crude 101c (287 mg, 92%) was used without further purification. Starting materials: COC1=NN(C(=C1)C(=O)O)C (3-methoxy-1-methyl-1H-pyrazole-5-carboxylic acid), NC=1C=C(OC=2C=CC=3N(C2)N=C(N3)NC(=O)C3CC3)C=CC1C (N-[6-(3-amino-4-methylphenoxy)[1,2,4]triazolo[1,5-a]pyridin-2-yl]cyclopropanecarboxamide), O1CCCC1 (tetrahydrofuran), S(=O)(Cl)Cl (thionyl chloride). Reagents/catalysts: CN(C=O)C (N,N-dimethylformamide). Solvent: CN(C(C)=O)C (N,N-dimethylacetamide). The product is C1(CC1)C(=O)NC1=NN2C(C=CC(=C2)OC=2C=CC(=C(C2)NC(=O)C2=CC(=NN2C)OC)C)=N1 (N-[5-({2-[(cyclopropylcarbonyl)amino][1,2,4]triazolo[1,5-a]pyridin-6-yl}oxy)-2-methylphenyl]-3-methoxy-1-methyl-1H-pyrazole-5-carboxamide). The yield is 82.0%. As a reaction SMILES: [CH3:1][O:2][C:3]1[CH:7]=[C:6]([C:8]([OH:10])=O)[N:5]([CH3:11])[N:4]=1.O1CCCC1.S(Cl)(Cl)=O.[NH2:21][C:22]1[CH:23]=[C:24]([CH:41]=[CH:42][C:43]=1[CH3:44])[O:25][C:26]1[CH:27]=[CH:28][C:29]2[N:30]([N:32]=[C:33]([NH:35][C:36]([CH:38]3[CH2:40][CH2:39]3)=[O:37])[N:34]=2)[CH:31]=1>CN(C)C=O.CN(C)C(=O)C>[CH:38]1([C:36]([NH:35][C:33]2[N:34]=[C:29]3[CH:28]=[CH:27][C:26]([O:25][C:24]4[CH:41]=[CH:42][C:43]([CH3:44])=[C:22]([NH:21][C:8]([C:6]5[N:5]([CH3:11])[N:4]=[C:3]([O:2][CH3:1])[CH:7]=5)=[O:10])[CH:23]=4)=[CH:31][N:30]3[N:32]=2)=[O:37])[CH2:39][CH2:40]1. Procedure details: In the same manner as in Example 55 and using 3-methoxy-1-methyl-1H-pyrazole-5-carboxylic acid (62.5 mg, 0.400 mmol), tetrahydrofuran (5 mL), thionyl chloride (69.1 μL, 0.796 mmol), N,N-dimethylformamide (2 drops), N-[6-(3-amino-4-methylphenoxy)[1,2,4]triazolo[1,5-a]pyridin-2-yl]cyclopropanecarboxamide (117 mg, 0.362 mmol) and N,N-dimethylacetamide (6 mL) as starting materials, the title compound (137 mg, 82%) was obtained as a white solid.